Dataset: the Open Reaction Database (ORD), a public repository of structured organic reaction records. Task: describe an organic reaction: reactants, conditions, products, and yield The reactants are C(C)(C)[C@H]1[C@@H](C[C@@H](CC1)C)OC(C(=O)O[C@H]1[C@@H](CC[C@H](C1)C)C(C)C)=O (bis[(1R,2S,5R)-2-isopropyl-5-methylcyclohexyl)oxalate), [NH4+].[Cl-] (NH4Cl), ice, Grignard reagent, BrC1=CC=C(C=C)C=C1 (4-bromostyrene), [Mg] (magnesium). Run in C1CCOC1 (THF), CCCCCCC.CCOCC (heptane ether), CCCCCCC.CCOCC (heptane ether), C1CCOC1 (THF). The product is O=C(C(=O)O[C@H]1[C@@H](CC[C@H](C1)C)C(C)C)C1=CC=C(C=C1)C=C ((1R,2S,5R)-2-isopropyl-5-methylcyclohexyl 2-oxo-2-(4-vinylphenyl)acetate). Yield: 47.1%. Reaction SMILES: Br[C:2]1[CH:9]=[CH:8][C:5]([CH:6]=[CH2:7])=[CH:4][CH:3]=1.[Mg].C([C@@H]1CC[C@@H](C)C[C@H]1O[C:22](=[O:36])[C:23]([O:25][C@@H:26]1[CH2:31][C@H:30]([CH3:32])[CH2:29][CH2:28][C@H:27]1[CH:33]([CH3:35])[CH3:34])=[O:24])(C)C.[NH4+].[Cl-]>C1COCC1.CCCCCCC.CCOCC>[O:36]=[C:22]([C:2]1[CH:9]=[CH:8][C:5]([CH:6]=[CH2:7])=[CH:4][CH:3]=1)[C:23]([O:25][C@@H:26]1[CH2:31][C@H:30]([CH3:32])[CH2:29][CH2:28][C@H:27]1[CH:33]([CH3:34])[CH3:35])=[O:24] |f:3.4,6.7|. Procedure: A Grignard reagent prepared from 4-bromostyrene (2.75 g, 15.0 mmol) and magnesium (0.39 g, 16.0 mmol) in THF (20 mL) was added dropwise (during a period of 20 min) to a stirred solution of bis[(1R,2S,5R)-2-isopropyl-5-methylcyclohexyl)oxalate (5.00 g, 13.7 mmol) in THF (15 mL) at −60° C. The mixture was left warming to room temperature and poured into a mixture of ice (200 g) and a saturated solution of NH4Cl (10 mL). Extraction with diethyl ether (2×), washing with water (3×), drying (Na2SO4) a... Reactants: C1CCOC1, Cl, [Na+], O=C([O-])O, O=S(=O)(c1ccccc1)n1cc(-c2nccs2)c2cc(C3CCC4(CC3)OCCO4)cnc21. The product is O=C1CCC(c2cnc3c(c2)c(-c2nccs2)cn3S(=O)(=O)c2ccccc2)CC1. As a reaction SMILES: [CH2:40]1[O:41][CH2:42][CH2:43][CH2:44]1.[ClH:34].[Na+:39].[O-:35][C:36]([OH:37])=[O:38].[c:1]1([S:7](=[O:8])(=[O:9])[n:10]2[cH:11][c:12](-[c:29]3[s:30][cH:31][cH:32][n:33]3)[c:13]3[c:14]2[n:15][cH:16][c:17]([CH:19]2[CH2:20][CH2:21][C:22]4([O:23][CH2:26][CH2:25][O:24]4)[CH2:27][CH2:28]2)[cH:18]3)[cH:2][cH:3][cH:4][cH:5][cH:6]1>>[c:1]1([S:7](=[O:8])(=[O:9])[n:10]2[cH:11][c:12](-[c:29]3[s:30][cH:31][cH:32][n:33]3)[c:13]3[c:14]2[n:15][cH:16][c:17]([CH:19]2[CH2:20][CH2:21][C:22](=[O:23])[CH2:27][CH2:28]2)[cH:18]3)[cH:2][cH:3][cH:4][cH:5][cH:6]1. Starting materials: O=C1NC(CCC1N1C(C2=CC=CC(=C2C1=O)NC(CCl)=O)=O)=O (N-[2-(2,6-dioxo(3-piperidyl))-1,3-dioxoisoindolin-4-yl]-2-chloroacetamide), [N-]=[N+]=[N-].[Na+] (sodium azide). The solvent is CC(=O)C (acetone). Product: N(=[N+]=[N-])CC(=O)NC1=C2C(N(C(C2=CC=C1)=O)C1C(NC(CC1)=O)=O)=O (2-azido-N-[2-(2,6-dioxo(3-piperidyl))-1,3-dioxoisoindolin-4-yl]acetamide). Isolated yield 95.0%. Reaction SMILES: [O:1]=[C:2]1[CH:7]([N:8]2[C:16](=[O:17])[C:15]3[C:10](=[CH:11][CH:12]=[CH:13][C:14]=3[NH:18][C:19](=[O:22])[CH2:20]Cl)[C:9]2=[O:23])[CH2:6][CH2:5][C:4](=[O:24])[NH:3]1.[N-:25]=[N+:26]=[N-:27].[Na+]>CC(C)=O>[N:25]([CH2:20][C:19]([NH:18][C:14]1[CH:13]=[CH:12][CH:11]=[C:10]2[C:15]=1[C:16](=[O:17])[N:8]([CH:7]1[CH2:6][CH2:5][C:4](=[O:24])[NH:3][C:2]1=[O:1])[C:9]2=[O:23])=[O:22])=[N+:26]=[N-:27] |f:1.2|. Procedure details: To a suspension of N-[2-(2,6-dioxo(3-piperidyl))-1,3-dioxoisoindolin-4-yl]-2-chloroacetamide (1.53 g, 4.4 mmol) in acetone (30 ml) was added sodium azide (0.43 g, 6.6 mmol). The mixture was heated to reflux for 18 hours. The solvent was evaporated in vacuo to give 1.49 g (96%) of product as an off-white solid: 1H NMR (DMSO-d6) δ 11.19 (s, 1H), 10.20 (s, 1H), 8.49 (d, J=8.3 Hz, 1H), 7.88 (t, J=7.7 Hz, 1H), 7.68 (d, J=7.3 Hz, 1H), 5.17(dd, J=5.1 and 12.7 Hz, 1H), 4.34 (s, 2H), 2.99–2.84 (m, 1H), 2... Starting materials: Clc1ccc(OC2CCN(C3CCNCC3)CC2)cc1Cl, NS(N)(=O)=O, C1COCCO1. Product: NS(=O)(=O)N1CCC(N2CCC(Oc3ccc(Cl)c(Cl)c3)CC2)CC1. Reaction SMILES: [Cl:1][c:2]1[cH:3][c:4]([O:5][CH:6]2[CH2:7][CH2:8][N:9]([CH:12]3[CH2:13][CH2:14][NH:15][CH2:16][CH2:17]3)[CH2:10][CH2:11]2)[cH:18][cH:19][c:20]1[Cl:21].[NH2:22][S:23]([NH2:24])(=[O:25])=[O:26].[O:27]1[CH2:28][CH2:29][O:30][CH2:31][CH2:32]1>>[Cl:1][c:2]1[cH:3][c:4]([O:5][CH:6]2[CH2:7][CH2:8][N:9]([CH:12]3[CH2:13][CH2:14][N:15]([S:23]([NH2:22])(=[O:25])=[O:26])[CH2:16][CH2:17]3)[CH2:10][CH2:11]2)[cH:18][cH:19][c:20]1[Cl:21].